Dataset: the Open Reaction Database (ORD), a public repository of structured organic reaction records. Task: describe an organic reaction: reactants, conditions, products, and yield Starting materials: [Al+3], N#Cc1cccc(CC(=O)O)c1, ClCCl, [Cl-], [Cl-], [Cl-], Cl, O, O=S(Cl)Cl, CCCCCc1ccccc1. Yields the product CCCCCc1ccc(C(=O)Cc2cccc(C#N)c2)cc1. As a reaction SMILES: [Al+3:25].[C:1](#[N:2])[c:3]1[cH:4][c:5]([CH2:9][C:10](=[O:11])[OH:12])[cH:6][cH:7][cH:8]1.[CH2:33]([Cl:34])[Cl:35].[Cl-:24].[Cl-:26].[Cl-:27].[ClH:28].[OH2:36].[S:29]([Cl:30])([Cl:31])=[O:32].[c:13]1([CH2:19][CH2:20][CH2:21][CH2:22][CH3:23])[cH:14][cH:15][cH:16][cH:17][cH:18]1>>[C:1](#[N:2])[c:3]1[cH:4][c:5]([CH2:9][C:10](=[O:12])[c:16]2[cH:15][cH:14][c:13]([CH2:19][CH2:20][CH2:21][CH2:22][CH3:23])[cH:18][cH:17]2)[cH:6][cH:7][cH:8]1. The reactants are CC(=O)Br, Cc1nc2ccccc2n1C1CC2CCC(C1)N2CCC1(c2ccccc2)CCN(C(=O)c2ccc(S(N)(=O)=O)cc2)CC1, CCN(C(C)C)C(C)C, ClCCl. Yields the product CC(=O)NS(=O)(=O)c1ccc(C(=O)N2CCC(CCN3C4CCC3CC(n3c(C)nc5ccccc53)C4)(c3ccccc3)CC2)cc1. As a reaction SMILES: [C:45]([CH3:46])(=[O:47])[Br:48].[CH3:1][c:2]1[n:3][c:4]2[c:5]([n:6]1[CH:7]1[CH2:8][CH:9]3[CH2:10][CH2:11][CH:12]([CH2:13]1)[N:14]3[CH2:15][CH2:16][C:17]1([c:35]3[cH:36][cH:37][cH:38][cH:39][cH:40]3)[CH2:18][CH2:19][N:20]([C:23](=[O:24])[c:25]3[cH:26][cH:27][c:28]([S:31](=[O:32])(=[O:33])[NH2:34])[cH:29][cH:30]3)[CH2:21][CH2:22]1)[cH:41][cH:42][cH:43][cH:44]2.[CH:49]([N:50]([CH2:51][CH3:52])[CH:53]([CH3:54])[CH3:55])([CH3:56])[CH3:57].[Cl:58][CH2:59][Cl:60]>>[CH3:1][c:2]1[n:3][c:4]2[c:5]([n:6]1[CH:7]1[CH2:8][CH:9]3[CH2:10][CH2:11][CH:12]([CH2:13]1)[N:14]3[CH2:15][CH2:16][C:17]1([c:35]3[cH:36][cH:37][cH:38][cH:39][cH:40]3)[CH2:18][CH2:19][N:20]([C:23](=[O:24])[c:25]3[cH:26][cH:27][c:28]([S:31](=[O:32])(=[O:33])[NH:34][C:45]([CH3:46])=[O:47])[cH:29][cH:30]3)[CH2:21][CH2:22]1)[cH:41][cH:42][cH:43][cH:44]2. Reactants: FC(C1=CC=C(C=C1)O)(F)F (4-trifluoromethyl-phenol), FC(C1=CC=C(OCCCCCCCCC(=O)O)C=C1)(F)F (9-(4-trifluoromethyl-phenoxy)-nonanoic acid), Cl.Cl.C(C1=CC=CC=C1)OC(C[C@H](CN(C)C)N)=O ((R)-3-amino-4-dimethylamino-butyric acid benzyl ester dihydrochloride), BrCCCCCCCCCO (9-bromo-1-nonanol), FC(C1=CC=C(OCCCCCCCCCO)C=C1)(F)F (9-(4-trifluoromethyl-phenoxy)-nonan-1-ol). The product is C(C1=CC=CC=C1)OC(C[C@H](CN(C)C)NC(CCCCCCCCOC1=CC=C(C=C1)C(F)(F)F)=O)=O ((R)-4-dimethylamino-3-[9-(4-trifluoromethyl-phenoxy)-nonanoylamino]-butyric acid benzyl ester). RXN SMILES: FC(F)(F)C1C=CC(O)=CC=1.BrCCCCCCCCCO.[F:23][C:24]([F:43])([F:42])[C:25]1[CH:41]=[CH:40][C:28]([O:29][CH2:30][CH2:31][CH2:32][CH2:33][CH2:34][CH2:35][CH2:36][CH2:37][CH2:38][OH:39])=[CH:27][CH:26]=1.FC(F)(F)C1C=CC(OCCCCCCCCC(O)=O)=CC=1.Cl.Cl.[CH2:68]([O:75][C:76](=[O:84])[CH2:77][C@@H:78]([NH2:83])[CH2:79][N:80]([CH3:82])[CH3:81])[C:69]1[CH:74]=[CH:73][CH:72]=[CH:71][CH:70]=1>>[CH2:68]([O:75][C:76](=[O:84])[CH2:77][C@@H:78]([NH:83][C:38](=[O:39])[CH2:37][CH2:36][CH2:35][CH2:34][CH2:33][CH2:32][CH2:31][CH2:30][O:29][C:28]1[CH:40]=[CH:41][C:25]([C:24]([F:42])([F:43])[F:23])=[CH:26][CH:27]=1)[CH2:79][N:80]([CH3:81])[CH3:82])[C:69]1[CH:74]=[CH:73][CH:72]=[CH:71][CH:70]=1 |f:4.5.6|. Procedure details: The title compound, m/e=447.4 ([M+H]+), was produced in analogy with example 18, steps 1 to 4. Thus, 4-trifluoromethyl-phenol was alkylated in step 1 with 9-bromo-1-nonanol, leading to 9-(4-trifluoromethyl-phenoxy)-nonan-1-ol, which was oxidized in step 2 to 9-(4-trifluoromethyl-phenoxy)-nonanoic acid. This was coupled in step 3 with (R)-3-amino-4-dimethylamino-butyric acid benzyl ester dihydrochloride to produce (R)-4-dimethylamino-3-[9-(4-trifluoromethyl-phenoxy)-nonanoylamino]-butyric acid be... Starting materials: C(C)OC(=O)C=1C(=NC2=CC=C(C=C2C1CC1=C(C=CC=C1)Cl)Cl)OS(=O)(=O)C(F)(F)F (6-chloro-4-(2-chloro-benzyl)-2-trifluoromethanesulfonyloxy-quinoline-3-carboxylic acid ethyl ester), N1CCCCC1 (piperidine), solid. Product: C(C)OC(=O)C=1C(=NC2=CC=C(C=C2C1CC1=C(C=CC=C1)Cl)Cl)N1CCCCC1 (6-Chloro-4-(2-chloro-benzyl)-2-piperidin-1-yl-quinoline-3-carboxylic acid ethyl ester). As a reaction SMILES: [CH2:1]([O:3][C:4]([C:6]1[C:7](OS(C(F)(F)F)(=O)=O)=[N:8][C:9]2[C:14]([C:15]=1[CH2:16][C:17]1[CH:22]=[CH:21][CH:20]=[CH:19][C:18]=1[Cl:23])=[CH:13][C:12]([Cl:24])=[CH:11][CH:10]=2)=[O:5])[CH3:2].[NH:33]1[CH2:38][CH2:37][CH2:36][CH2:35][CH2:34]1>>[CH2:1]([O:3][C:4]([C:6]1[C:7]([N:33]2[CH2:38][CH2:37][CH2:36][CH2:35][CH2:34]2)=[N:8][C:9]2[C:14]([C:15]=1[CH2:16][C:17]1[CH:22]=[CH:21][CH:20]=[CH:19][C:18]=1[Cl:23])=[CH:13][C:12]([Cl:24])=[CH:11][CH:10]=2)=[O:5])[CH3:2]. Procedure: This compound was prepared in analogy to example 29 step D from 6-chloro-4-(2-chloro-benzyl)-2-trifluoromethanesulfonyloxy-quinoline-3-carboxylic acid ethyl ester (prepared as described in example 29 step C, 100 mg, 0.2 mmol) and piperidine (0.039 ml, 0.39 mmol). Pale yellow solid (52 mg, 60%). LC-MS (ESI): 443 (M+H)+. Starting materials: COC(C(CC=CCOC(C)=O)NC(C1=CC=CC=C1)=O)=O (6-Acetoxy-2-benzamido-4-hexenoic acid methyl ester), COC(C(CC=C)NC(C)=O)=O (methyl-2-acetylamino-4-pentenoate). The product is COC(C(CC=CCC(C(=O)OC)NC(C1=CC=CC=C1)=O)NC(C)=O)=O (2-Acetylamino-7-benzoylamino-4-octenedioic acid dimethyl ester). Reaction SMILES: [CH3:1][O:2][C:3](=[O:22])[CH:4]([NH:13][C:14](=[O:21])[C:15]1[CH:20]=[CH:19][CH:18]=[CH:17][CH:16]=1)[CH2:5][CH:6]=[CH:7][CH2:8]OC(=O)C.[CH3:23][O:24][C:25](=[O:34])[CH:26]([NH:30][C:31](=[O:33])[CH3:32])CC=C>>[CH3:23][O:24][C:25](=[O:34])[CH:26]([NH:30][C:31](=[O:33])[CH3:32])[CH2:8][CH:7]=[CH:6][CH2:5][CH:4]([NH:13][C:14](=[O:21])[C:15]1[CH:16]=[CH:17][CH:18]=[CH:19][CH:20]=1)[C:3]([O:2][CH3:1])=[O:22]. Procedure: 2-Acetylamino-7-benzoylamino-4-octenedioic acid dimethyl ester 142 was synthesised using standard solution-phase metathesis conditions (refer to section 7.5) from 6-acetoxy-2-benzoylamino-4-hexenoic acid methyl ester 141 and methyl-2-acetylamino-4-pentenoate 121a. The desired compound was obtained as a brown oil, and purified via column chromatography (SiO2; EtOAc:Hexane; 2:1). Starting materials: [OH-].[Na+] (sodium hydroxide), C(OCC1=CC=C(C=C1)[N+](=O)[O-])(=O)Cl (4-nitrobenzyl chlorocarbonate), NCC=1N=CN2C1SC=C2 (7-Aminomethylimidazo[5,1-b]thiazole). Run in O (water), C1CCOC1 (THF). Product: [N+](=O)([O-])C1=CC=C(COC(=O)NCC=2N=CN3C2SC=C3)C=C1 (7-(4-nitrobenzyloxycarbonylamino)methylimidazo-[5,1-b]thiazole). Isolated yield 68.1%. As a reaction SMILES: [NH2:1][CH2:2][C:3]1[N:4]=[CH:5][N:6]2[CH:10]=[CH:9][S:8][C:7]=12.[OH-].[Na+].[C:13](Cl)(=[O:25])[O:14][CH2:15][C:16]1[CH:21]=[CH:20][C:19]([N+:22]([O-:24])=[O:23])=[CH:18][CH:17]=1>C1COCC1.O>[N+:22]([C:19]1[CH:18]=[CH:17][C:16]([CH2:15][O:14][C:13]([NH:1][CH2:2][C:3]2[N:4]=[CH:5][N:6]3[CH:10]=[CH:9][S:8][C:7]=23)=[O:25])=[CH:21][CH:20]=1)([O-:24])=[O:23] |f:1.2|. Procedure: 7-Aminomethylimidazo[5,1-b]thiazole (1.53 g) was dissolved in 50 ml of THF and 30 ml of water. A 1 N aqueous sodium hydroxide solution (12 ml) and 2.59 g of 4-nitrobenzyl chlorocarbonate were added under ice cooling to the solution. The mixture was allowed to react at the same temperature for 30 min. The reaction solution was extracted with 200 ml of ethyl acetate, followed by washing with 15% brine. The organic layer was dried over anhydrous magnesium sulfate, and concentrated under the reduced... Reactants: ClC1=CC(=CC=C1)C(=O)OO (3-chloroperbenzoic acid), CC(C)(C)NS(=O)(=O)C1=NC=CC=C1S(=O)CCC (N-(1,1-Dimethylethyl)-3-(propylsulfinyl)-2-pyridinesulfonamide), O (water). Solvent: FC(C(=O)O)(F)F (trifluoroacetic acid), C(Cl)Cl (methylene chloride). Reaction conditions: time 20 hour. Yields the product C(CC)S(=O)(=O)C=1C(=NC=CC1)S(=O)(=O)N (3-(Propylsulfonyl)-2-pyridinesulfonamide). The yield is 69.1%. As a reaction SMILES: CC([NH:5][S:6]([C:9]1[C:14]([S:15]([CH2:17][CH2:18][CH3:19])=[O:16])=[CH:13][CH:12]=[CH:11][N:10]=1)(=[O:8])=[O:7])(C)C.ClC1C=CC=C(C(OO)=[O:28])C=1.O>C(Cl)Cl.FC(F)(F)C(O)=O>[CH2:17]([S:15]([C:14]1[C:9]([S:6]([NH2:5])(=[O:7])=[O:8])=[N:10][CH:11]=[CH:12][CH:13]=1)(=[O:16])=[O:28])[CH2:18][CH3:19]. Procedure details: To a stirred solution of 8.8 g (0.029 mol) of the product from Example 3 in 400 mls methylene chloride cooled to -5°, under nitrogen, was added 6.6 g (0.038 mol) of 3-chloroperbenzoic acid and stirred at room temperature for 20 hours. The reaction mixture was poured into water and extracted with methylene chloride. The organic layers were combined and washed with saturated sodium bisulfite and brine, dried over magnesium sulfate, and evaporated to a solid mixture which was washed with hexanes to...